Dataset: the Open Reaction Database (ORD), a public repository of structured organic reaction records. Task: describe an organic reaction: reactants, conditions, products, and yield Reactants: BrC1=C(N(N=C1)CC)C=O (4-bromo-2-ethyl-2H-pyrazole-3-carbaldehyde), C1(=CC=CC=C1)CCC[Mg]Br (3-phenyl-propyl magnesium bromide). Product: BrC1=C(N(N=C1)CC)C(CCCC1=CC=CC=C1)O (1-(4-Bromo-2-ethyl-2H-pyrazol-3-yl)-4-phenyl-butan-1-ol). RXN SMILES: [Br:1][C:2]1[CH:6]=[N:5][N:4]([CH2:7][CH3:8])[C:3]=1[CH:9]=[O:10].[C:11]1([CH2:17][CH2:18][CH2:19][Mg]Br)[CH:16]=[CH:15][CH:14]=[CH:13][CH:12]=1>>[Br:1][C:2]1[CH:6]=[N:5][N:4]([CH2:7][CH3:8])[C:3]=1[CH:9]([OH:10])[CH2:19][CH2:18][CH2:17][C:11]1[CH:16]=[CH:15][CH:14]=[CH:13][CH:12]=1. Procedure: Prepared according to the procedure described in Example 5, Step 1, using the following starting materials: 4-bromo-2-ethyl-2H-pyrazole-3-carbaldehyde and 3-phenyl-propyl magnesium bromide. The reactants are Oc1ccc(Br)cc1, CC(=O)[O-], ClCCl, COc1cccc(F)c1B(O)O. Yields the product COc1cccc(F)c1Oc1ccc(Br)cc1. As a reaction SMILES: [Br:1][c:2]1[cH:3][cH:4][c:5]([OH:8])[cH:6][cH:7]1.[CH3:21][C:22](=[O:23])[O-:24].[Cl:25][CH2:26][Cl:27].[F:9][c:10]1[cH:11][cH:12][cH:13][c:14]([O:19][CH3:20])[c:15]1[B:16]([OH:17])[OH:18]>>[Br:1][c:2]1[cH:3][cH:4][c:5]([O:8][c:15]2[c:10]([F:9])[cH:11][cH:12][cH:13][c:14]2[O:19][CH3:20])[cH:6][cH:7]1. Reactants: [H-].[H-].[H-].[H-].[Li+].[Al+3] (LiAlH4), C(C1=CC=CC=C1)N([C@H]([C@H](C#N)O)CC1=CC=CC=C1)CC1=CC=CC=C1 (3(S)-(dibenzylamino)-2(R)-hydroxy-4-phenylbutanenitrile), [OH-].[Na+] (NaOH), CCOC(=O)C (EtOAc). Solvent: CCOCC (Et2O), CCOCC (Et2O). Conditions: time 4.5 hour. Product: NC[C@H]([C@H](CC1=CC=CC=C1)N(CC1=CC=CC=C1)CC1=CC=CC=C1)O (1-Amino-3(S)-(dibenzylamino)-4-phenyl-2(R)-butanol). Yield: 66.0%. As a reaction SMILES: [CH2:1]([N:8]([CH2:21][C:22]1[CH:27]=[CH:26][CH:25]=[CH:24][CH:23]=1)[C@@H:9]([CH2:14][C:15]1[CH:20]=[CH:19][CH:18]=[CH:17][CH:16]=1)[C@@H:10]([OH:13])[C:11]#[N:12])[C:2]1[CH:7]=[CH:6][CH:5]=[CH:4][CH:3]=1.[H-].[H-].[H-].[H-].[Li+].[Al+3].CCOC(C)=O.[OH-].[Na+]>CCOCC>[NH2:12][CH2:11][C@@H:10]([OH:13])[C@@H:9]([N:8]([CH2:1][C:2]1[CH:3]=[CH:4][CH:5]=[CH:6][CH:7]=1)[CH2:21][C:22]1[CH:23]=[CH:24][CH:25]=[CH:26][CH:27]=1)[CH2:14][C:15]1[CH:20]=[CH:19][CH:18]=[CH:17][CH:16]=1 |f:1.2.3.4.5.6,8.9|. Procedure: A solution of 3(S)-(dibenzylamino)-2(R)-hydroxy-4-phenylbutanenitrile [50.82 g, 143 mmol] described by M. T. Reetz et al., Tetrahedron Lett., 29, 3295 (1988)] in anhydrous Et2O (250 mL) was added dropwise over a period of 2 h to a stirred, cooled (0°) mixture of LiAlH4 (8.10 g, 213 mmol) and anhydrous Et2O (500 mL). The mixture was allowed to warm to room temperature while being stirred for 4.5 h. The mixture was cooled again to 0°. EtOAc (100 mL) was added slowly over 15 min. Stirring was conti... The reactants are N1C(CNCC1)C(=O)N (2-piperazinecarboxamide), COCCO (2-methoxyethanol), CC(C)=O (2-propanone). Product: CC1(NC(C2N1CCNC2)=O)C (hexahydro-3,3-dimethylimidazo[1,5-a]pyrazin-1(5H)-one). Yield: 64.0%. Reaction SMILES: [NH:1]1[CH2:6][CH2:5][NH:4][CH2:3][CH:2]1[C:7]([NH2:9])=[O:8].COCCO.[CH3:15][C:16](=O)[CH3:17]>>[CH3:15][C:16]1([CH3:17])[N:1]2[CH2:6][CH2:5][NH:4][CH2:3][CH:2]2[C:7](=[O:8])[NH:9]1. Procedure details: To a stirred and warm solution of 3 parts of 2-piperazinecarboxamide in 16 parts of 2-methoxyethanol were added 51.2 parts of 2-propanone. The whole was stirred and refluxed for 20 hours. The reaction mixture was evaporated. The solid residue was crystallized from acetonitrile, yielding 2.5 parts (64%) of hexahydro-3,3-dimethylimidazo[1,5-a]pyrazin-1(5H)-one; mp. 174.2° C. (intermediate 83). Starting materials: P(=O)(Cl)(Cl)Cl (Phosphorus oxychloride), CN(C=O)C (dimethylformamide), C(CCC)C1=CCCC2=CC(=CC=C12)OC (1-butyl-3,4-dihydro-6-methoxy-naphthalene), CN(C=O)C (dimethylformamide). Run in ClCCl (dichloromethane). Conditions: temperature 0 celsius, time 15 minute. The product is C(CCC)C1=C(CCC2=CC(=CC=C12)OC)C=O (1-butyl-3,4-dihydro-6-methoxy-2-naphthalene-carboxaldehyde). RXN SMILES: P(Cl)(Cl)(Cl)=O.[CH2:6]([C:10]1[C:19]2[C:14](=[CH:15][C:16]([O:20][CH3:21])=[CH:17][CH:18]=2)[CH2:13][CH2:12][CH:11]=1)[CH2:7][CH2:8][CH3:9].CN(C)[CH:24]=[O:25]>ClCCl>[CH2:6]([C:10]1[C:19]2[C:14](=[CH:15][C:16]([O:20][CH3:21])=[CH:17][CH:18]=2)[CH2:13][CH2:12][C:11]=1[CH:24]=[O:25])[CH2:7][CH2:8][CH3:9]. Procedure details: Phosphorus oxychloride (16.6 mL) was added dropwise with stirring to dimethylformamide (70 mL) at -5° C. After the addition was completed, the mixture was stirred at 0° C. for 15 minutes, then a solution of 1-butyl-3,4-dihydro-6-methoxy-naphthalene (34.9 g) in dimethylformamide (30 mL) was added slowly over 15 minutes while the reaction temperature was maintained at 0° C. The cooling bath was then withdrawn and after the mixture had stirred at room temperature for 1.5 hours, a few chips of ice w... Starting materials: CCC(=C)CC\C=C(/C)\CCC=C(C)C ((E)-β-farnesene), CCC(=C)CC\C=C(/C)\CCC=C(C)C ((E)-β-farnesene), C1(\C=C/C(=O)O1)=O (maleic anhydride). The solvent is C(Cl)(Cl)(Cl)Cl (carbon tetrachloride). Product: CC(=CCCC=1CC2C(CC1)C(=O)OC2=O)CCC=C(C)C (4-(4,8-dimethyl-3,7-nonadienyl) cyclohex-4-ene-1,2-dioic anhydride). RXN SMILES: [CH3:1][CH2:2][C:3]([CH2:5][CH2:6]/[CH:7]=[C:8](/[CH2:10][CH2:11][CH:12]=[C:13]([CH3:15])[CH3:14])\[CH3:9])=[CH2:4].[C:16]1(=[O:22])[O:21][C:19](=[O:20])[CH:18]=[CH:17]1>C(Cl)(Cl)(Cl)Cl>[CH3:9][C:8]([CH2:10][CH2:11][CH:12]=[C:13]([CH3:14])[CH3:15])=[CH:7][CH2:6][CH2:5][C:3]1[CH2:4][CH:17]2[C:16](=[O:22])[O:21][C:19](=[O:20])[CH:18]2[CH2:1][CH:2]=1. Procedure: The (E)-β-farnesene-containing product of Example 1 (6.0 g) and maleic anhydride (2.0 g) in carbon tetrachloride (20 ml) are reacted together at 25° C. for 2 hours. The mixture is then distilled under reduced pressure to give 4-(4,8-dimethyl-3,7-nonadienyl) cyclohex-4-ene-1,2-dioic anhydride as a yellow oil (3.5, 70%; b.p.176°-182° C./0.25τ; nD20 1.5907; M+ (m/z as % base peak): 302 (2.3): δ(CCl4) 1.70 (m, 9H), 2.08 (m, 8H, 2.20-2.70 (m, 4H), 3.36 (m, 2H), 5.16 (m, 2H), 5.70 (br, t, 1H).